From a dataset of the Open Reaction Database (ORD), a public repository of structured organic reaction records. describe an organic reaction: reactants, conditions, products, and yield Reported procedure: To a sitrred, cooled (-20°) solution of 10.4 g. (0.026 mol.) of 7-amino-3-[1-(2-ureidoethyl)tetrazol-5-ylthiomethyl]-3-cephem-4-carboxylic acid in 220 ml of 3% sodium bicarbonate and 220 ml. of acetone is added dropwise a solution of 3.66 g. (0.029 mol.) of methylthioacetyl chloride in 52 ml. of acetone, during which time the pH of the reaction mixture is maintained at 8.0 by addition of 10% sodium hydroxide. After addition the reaction mixture is stirred an additional 20 minutes at -15°, then i... Starting materials: CC(=O)C (acetone), [OH-].[Na+] (sodium hydroxide), NC1[C@@H]2N(C(=C(CS2)C(CCNC(=O)N)SC2=NN=NN2)C(=O)O)C1=O (7-amino-3-[1-(2-ureidoethyl)tetrazol-5-ylthiomethyl]-3-cephem-4-carboxylic acid), CC(=O)C (acetone), CCC(=S)Cl (methylthioacetyl chloride). Reaction conditions: time 20 minute. Reaction SMILES: [NH2:1][CH:2]1[C:25](=[O:26])[N:4]2[C:5]([C:22]([OH:24])=[O:23])=[C:6]([CH:9]([S:16][C:17]3[NH:21][N:20]=[N:19][N:18]=3)[CH2:10][CH2:11][NH:12][C:13]([NH2:15])=[O:14])[CH2:7][S:8][C@H:3]12.CC(C)=O.[CH3:31][CH2:32][C:33](Cl)=[S:34].[OH-].[Na+]>C(=O)(O)[O-].[Na+]>[CH3:31][CH2:32][C:33]([NH:1][CH:2]1[C:25](=[O:26])[N:4]2[C:5]([C:22]([OH:24])=[O:23])=[C:6]([CH:9]([S:16][C:17]3[NH:18][N:19]=[N:20][N:21]=3)[CH2:10][CH2:11][NH:12][C:13]([NH2:15])=[O:14])[CH2:7][S:8][C@H:3]12)=[S:34] |f:3.4,5.6|. Solvent: C([O-])(O)=O.[Na+] (sodium bicarbonate). The product is CCC(=S)NC1[C@@H]2N(C(=C(CS2)C(CCNC(=O)N)SC2=NN=NN2)C(=O)O)C1=O (7-Methylthioacetamido-3-[1-(2-ureidoethyl)tetrazol-5-ylthiomethyl]-3-cephem-4-carboxylic acid). Starting materials: CCN1c2cc(F)c([N+](=O)[O-])cc2CS1(=O)=O, [H][H], C1CCOC1. The product is CCN1c2cc(F)c(N)cc2CS1(=O)=O. As a reaction SMILES: [CH2:1]([CH3:2])[N:3]1[S:4](=[O:16])(=[O:17])[CH2:5][c:6]2[c:7]1[cH:8][c:9]([F:15])[c:10]([N+:12]([O-:13])=[O:14])[cH:11]2.[H:18][H:19].[O:20]1[CH2:21][CH2:22][CH2:23][CH2:24]1>>[CH2:1]([CH3:2])[N:3]1[S:4](=[O:16])(=[O:17])[CH2:5][c:6]2[c:7]1[cH:8][c:9]([F:15])[c:10]([NH2:12])[cH:11]2.